This data is from the Open Reaction Database (ORD), a public repository of structured organic reaction records. The task is: describe an organic reaction: reactants, conditions, products, and yield Starting materials: C(CCCCCCCCCCCCCCC)NC1=CC=C(CCC(=O)OCC)C=C1 (ethyl 4-(hexadecylamino)hydrocinnamate), C(C)(=O)OC(C)=O (acetic anhydride), Cl (hydrochloric acid). As a reaction SMILES: [CH2:1]([NH:17][C:18]1[CH:30]=[CH:29][C:21]([CH2:22][CH2:23][C:24]([O:26][CH2:27][CH3:28])=[O:25])=[CH:20][CH:19]=1)[CH2:2][CH2:3][CH2:4][CH2:5][CH2:6][CH2:7][CH2:8][CH2:9][CH2:10][CH2:11][CH2:12][CH2:13][CH2:14][CH2:15][CH3:16].[C:31](OC(=O)C)(=[O:33])[CH3:32].Cl>N1C=CC=CC=1>[CH2:1]([N:17]([C:18]1[CH:19]=[CH:20][C:21]([CH2:22][CH2:23][C:24]([O:26][CH2:27][CH3:28])=[O:25])=[CH:29][CH:30]=1)[C:31](=[O:33])[CH3:32])[CH2:2][CH2:3][CH2:4][CH2:5][CH2:6][CH2:7][CH2:8][CH2:9][CH2:10][CH2:11][CH2:12][CH2:13][CH2:14][CH2:15][CH3:16]. Reported procedure: A mixture of 10.0 g. of ethyl 4-(hexadecylamino)hydrocinnamate, 50 ml. of pyridine and 25 ml. of acetic anhydride is heated on a steam bath for 15 hours. The solution is poured onto ice and adjusted to pH 6 with concentrated hydrochloric acid. The mixture is filtered and the crystals washed with water. The solid is recrystallized from ethanol, yielding ethyl 4-(N-hexadecylacetamido)hydrocinnamate. The product is C(CCCCCCCCCCCCCCC)N(C(C)=O)C1=CC=C(CCC(=O)OCC)C=C1 (ethyl 4-(N-hexadecylacetamido)hydrocinnamate). Run in N1=CC=CC=C1 (pyridine).